The task is: describe an organic reaction: reactants, conditions, products, and yield. This data is from the Open Reaction Database (ORD), a public repository of structured organic reaction records. Reactants: CC1COCCC1NCc1ccccc1, CCO, Cl, [OH-], [OH-], [Pd+2]. Product: Cl, CC1COCCC1N. As a reaction SMILES: [CH2:1]([c:2]1[cH:3][cH:4][cH:5][cH:6][cH:7]1)[NH:8][CH:9]1[CH:10]([CH3:15])[CH2:11][O:12][CH2:13][CH2:14]1.[CH3:20][CH2:21][OH:22].[ClH:16].[OH-:17].[OH-:18].[Pd+2:19]>>[ClH:16].[NH2:8][CH:9]1[CH:10]([CH3:15])[CH2:11][O:12][CH2:13][CH2:14]1. Reactants: OC1=CC=C(CCO)C=C1 (4-hydroxyphenethyl alcohol), ClCCN1CCCCC1 (chloroethyl piperidine), C(=O)([O-])[O-].[K+].[K+] (K2CO3). Solvent: CN(C)C=O (DMF). Conditions: temperature 80 celsius, time 8 hour. Product: N1(CCCCC1)CCOC1=CC=C(C=C1)CCO (2-[4-(2-Piperidin-1-yl-ethoxy)-phenyl]-ethanol). Yield: 50.7%. As a reaction SMILES: [OH:1][C:2]1[CH:10]=[CH:9][C:5]([CH2:6][CH2:7][OH:8])=[CH:4][CH:3]=1.Cl[CH2:12][CH2:13][N:14]1[CH2:19][CH2:18][CH2:17][CH2:16][CH2:15]1.C([O-])([O-])=O.[K+].[K+]>CN(C=O)C>[N:14]1([CH2:13][CH2:12][O:1][C:2]2[CH:10]=[CH:9][C:5]([CH2:6][CH2:7][OH:8])=[CH:4][CH:3]=2)[CH2:19][CH2:18][CH2:17][CH2:16][CH2:15]1 |f:2.3.4|. Procedure details: To a solution of 4-hydroxyphenethyl alcohol (5.02 g, 36.3 mmol) and chloroethyl piperidine (7.36 g, 39.96 mmol) in 30 ml of DMF, 5 g of K2CO3 was added. The reaction was stirred at 80° C. overnight. After cooling the mixture was quenched with water then extracted in CHCl3. The organic layer was separated, dried over Na2SO4, filtered and concentrated. 2-[4-(2-Piperidin-1-yl-ethoxy)-phenyl]-ethanol (4.58 g, 18.4 mmol) was isolated as a brown oil; Yield 51%; MS: 250.3 (M+H)+ Starting materials: ClC1=CC(=C(C=C1)/C=C/C(=O)C=1C=CC(N(C1)C)=O)F ((E)-5-(3-(4-Chloro-2-fluorophenyl)acryloyl)-1-methylpyridin-2(1H)-one), OCC1=CC=C(C=C1)B(O)O (4-(hydroxymethyl)phenyl-boronic acid), C(O)([O-])=O.[Na+] (sodium hydrogencarbonate). The reagents and catalysts are C1/C=C\CC/C=C\C1.C1/C=C\CC/C=C\C1.[Cl-].[Cl-].[Rh].[Rh] (chloro(1,5-cyclooctadiene)rhodium (I) dimer). Run in O1CCOCC1 (1,4-dioxane), O (water). Yields the product ClC1=CC(=C(C=C1)C(CC(=O)C=1C=CC(N(C1)C)=O)C1=CC=C(C=C1)CO)F (5-(3-(4-Chloro-2-fluorophenyl)-3-(4-(hydroxymethyl)phenyl)propanoyl)-1-methylpyridin-2(1H)-one). RXN SMILES: [Cl:1][C:2]1[CH:7]=[CH:6][C:5](/[CH:8]=[CH:9]/[C:10]([C:12]2[CH:13]=[CH:14][C:15](=[O:19])[N:16]([CH3:18])[CH:17]=2)=[O:11])=[C:4]([F:20])[CH:3]=1.[OH:21][CH2:22][C:23]1[CH:28]=[CH:27][C:26](B(O)O)=[CH:25][CH:24]=1.C(=O)([O-])O.[Na+]>O1CCOCC1.O.C1CC=CCCC=C1.C1CC=CCCC=C1.[Cl-].[Cl-].[Rh].[Rh]>[Cl:1][C:2]1[CH:7]=[CH:6][C:5]([CH:8]([C:26]2[CH:27]=[CH:28][C:23]([CH2:22][OH:21])=[CH:24][CH:25]=2)[CH2:9][C:10]([C:12]2[CH:13]=[CH:14][C:15](=[O:19])[N:16]([CH3:18])[CH:17]=2)=[O:11])=[C:4]([F:20])[CH:3]=1 |f:2.3,6.7.8.9.10.11|. Procedure: In analogy to example 203, step 1, (E)-5-(3-(4-chloro-2-fluorophenyl)acryloyl)-1-methylpyridin-2(1H)-one (example 314, step 2) was reacted with 4-(hydroxymethyl)phenyl-boronic acid in the presence of chloro(1,5-cyclooctadiene)rhodium (I) dimer and sodium hydrogencarbonate in 1,4-dioxane and water at 60° C. to give the title compound as a colourless foam, MS (ESI+): m/z=400.2 [M+H]+. The reactants are Brc1cnc2c(c1)CC1(CN3CCC1CC3)O2, CCO, [Na+], [Na+], O=C([O-])[O-], C1CCOC1, O, c1ccc(P(c2ccccc2)(c2ccccc2)[Pd](P(c2ccccc2)(c2ccccc2)c2ccccc2)(P(c2ccccc2)(c2ccccc2)c2ccccc2)P(c2ccccc2)(c2ccccc2)c2ccccc2)cc1, OB(O)c1ccoc1. The product is c1cc(-c2cnc3c(c2)CC2(CN4CCC2CC4)O3)co1. RXN SMILES: [Br:1][c:2]1[cH:3][c:4]2[c:5]([n:6][cH:7]1)[O:8][C:9]1([CH2:10][N:11]3[CH2:12][CH2:13][CH:14]1[CH2:15][CH2:16]3)[CH2:17]2.[CH3:115][CH2:116][OH:117].[Na+:26].[Na+:27].[O-:28][C:29](=[O:30])[O-:31].[O:110]1[CH2:111][CH2:112][CH2:113][CH2:114]1.[OH2:32].[cH:33]1[cH:34][cH:35][c:36]([P:37]([Pd:38]([P:39]([c:40]2[cH:41][cH:42][cH:43][cH:44][cH:45]2)([c:46]2[cH:47][cH:48][cH:49][cH:50][cH:51]2)[c:52]2[cH:53][cH:54][cH:55][cH:56][cH:57]2)([P:58]([c:59]2[cH:60][cH:61][cH:62][cH:63][cH:64]2)([c:65]2[cH:66][cH:67][cH:68][cH:69][cH:70]2)[c:71]2[cH:72][cH:73][cH:74][cH:75][cH:76]2)[P:77]([c:78]2[cH:79][cH:80][cH:81][cH:82][cH:83]2)([c:84]2[cH:85][cH:86][cH:87][cH:88][cH:89]2)[c:90]2[cH:91][cH:92][cH:93][cH:94][cH:95]2)([c:96]2[cH:97][cH:98][cH:99][cH:100][cH:101]2)[c:102]2[cH:103][cH:104][cH:105][cH:106][cH:107]2)[cH:108][cH:109]1.[o:18]1[cH:19][c:20]([B:23]([OH:24])[OH:25])[cH:21][cH:22]1>>[c:2]1(-[c:20]2[cH:19][o:18][cH:22][cH:21]2)[cH:3][c:4]2[c:5]([n:6][cH:7]1)[O:8][C:9]1([CH2:10][N:11]3[CH2:12][CH2:13][CH:14]1[CH2:15][CH2:16]3)[CH2:17]2.